The task is: describe an organic reaction: reactants, conditions, products, and yield. This data is from the Open Reaction Database (ORD), a public repository of structured organic reaction records. The reactants are S1C(=CC=C1)C(C(=O)O)=O (2-thiopheneglyoxylic acid), C(Cl)Cl (DCM), C(C(=O)Cl)(=O)Cl (oxalyl chloride), CN(C1CCNCC1)C (Dimethyl-piperidin-4-ylamine), CCN(C(C)C)C(C)C (DIPEA), crude material, C1CCOC1 (THF), S1C(=CC=C1)[Mg]Br (thiophen-2-yl magnesium bromide), C1CCOC1 (THF). The reagents and catalysts are CN(C)C=1C=CN=CC1 (DMAP). Solvent: CN(C)C=O (DMF). Conditions: temperature 0 celsius, time 2 hour. Product: CN(C1CCN(CC1)C(C(C=1SC=CC1)(C=1SC=CC1)O)=O)C (1-(4-Dimethylamino-piperidin-1-yl)-2-hydroxy-2,2-di-thiophen-2-ylethanone). As a reaction SMILES: [S:1]1[CH:5]=[CH:4][CH:3]=[C:2]1[C:6](=[O:10])[C:7](O)=[O:8].C(Cl)Cl.C(Cl)(=O)C(Cl)=O.[CH3:20][N:21]([CH3:28])[CH:22]1[CH2:27][CH2:26][NH:25][CH2:24][CH2:23]1.CCN(C(C)C)C(C)C.C1COCC1.[S:43]1[CH:47]=[CH:46][CH:45]=[C:44]1[Mg]Br>CN(C1C=CN=CC=1)C.CN(C=O)C>[CH3:20][N:21]([CH3:28])[CH:22]1[CH2:27][CH2:26][N:25]([C:7](=[O:8])[C:6]([OH:10])([C:2]2[S:1][CH:5]=[CH:4][CH:3]=2)[C:44]2[S:43][CH:47]=[CH:46][CH:45]=2)[CH2:24][CH2:23]1. Procedure details: To a stirred solution of 2-thiopheneglyoxylic acid (1.0 g, 6.4 mmol) in DCM (100 mL, 2 mol), was added oxalyl chloride (596 μL, 7 mmol) and a catalytic amount of DMF. The mixture was stirred for 2 hours and then was cooled at 0° C. in an ice bath. Dimethyl-piperidin-4-ylamine (821 mg, 6.4 mmol), DIPEA (1.7 mL, 9.6 mmol) and DMAP (20 mg, 0.1 mmol) were added, and the mixture was stirred for 2 hours. The solvent was removed under reduced pressure and the crude mixture was then dissolved in DCM (60... The reactants are ClCCCBr, O=C([O-])[O-], Oc1ccc(OCc2ccccc2)cc1, CN(C)C=O, [K+], [K+]. The product is ClCCCOc1ccc(OCc2ccccc2)cc1. RXN SMILES: [Br:22][CH2:23][CH2:24][CH2:25][Cl:26].[C:16](=[O:17])([O-:18])[O-:19].[CH2:1]([c:2]1[cH:3][cH:4][cH:5][cH:6][cH:7]1)[O:8][c:9]1[cH:10][cH:11][c:12]([OH:15])[cH:13][cH:14]1.[CH3:27][N:28]([CH3:29])[CH:30]=[O:31].[K+:20].[K+:21]>>[CH2:1]([c:2]1[cH:3][cH:4][cH:5][cH:6][cH:7]1)[O:8][c:9]1[cH:10][cH:11][c:12]([O:15][CH2:23][CH2:24][CH2:25][Cl:26])[cH:13][cH:14]1. Starting materials: resultant solution, P(=O)(Cl)(Cl)Cl (phosphoryl chloride), Cl.NC1[C@@H]2N(C(=C(CS2)Cl)C(=O)OCC2=CC=C(C=C2)[N+](=O)[O-])C1=O (4-nitrobenzyl 7-amino-3-chloro-3-cephem-4-carboxylate hydrochloride), C[Si](C)(C)CC(=O)N (trimethylsilylacetamide), C(=O)NC=1SC=C(N1)C(C(=O)O)=NOCCC (2-(2-formamidothiazol-4-yl)-2-n-propoxyiminoacetic acid). The solvent is O (water), CN(C=O)C (N,N-dimethylformamide), C(C)(=O)OCC (ethyl acetate), C(C)(=O)OCC (ethyl acetate). Run at time 30 minute. Yields the product C[N+](=CCl)C.[Cl-] (Vilsmeier reagent), C(=O)NC=1SC=C(N1)C(C(=O)NC1[C@@H]2N(C(=C(CS2)Cl)C(=O)OCC2=CC=C(C=C2)[N+](=O)[O-])C1=O)=NOCCC (4-nitrobenzyl 7-[2-(2-formamidothiazol-4-yl)-2-n-propoxyiminoacetamido]-3-chloro-3-cephem-4-carboxylate). Isolated yield 170.1%. RXN SMILES: P(Cl)(Cl)([Cl:3])=O.[CH:6]([NH:8][C:9]1[S:10][CH:11]=[C:12]([C:14](=[N:18][O:19][CH2:20][CH2:21][CH3:22])[C:15]([OH:17])=O)[N:13]=1)=[O:7].Cl.[NH2:24][CH:25]1[C:46](=[O:47])[N:27]2[C:28]([C:33]([O:35][CH2:36][C:37]3[CH:42]=[CH:41][C:40]([N+:43]([O-:45])=[O:44])=[CH:39][CH:38]=3)=[O:34])=[C:29]([Cl:32])[CH2:30][S:31][C@H:26]12.C[Si](CC(N)=O)(C)C>C(OCC)(=O)C.O.CN(C)C=O>[CH3:9][N+:13]([CH3:12])=[CH:29][Cl:32].[Cl-:3].[CH:6]([NH:8][C:9]1[S:10][CH:11]=[C:12]([C:14](=[N:18][O:19][CH2:20][CH2:21][CH3:22])[C:15]([NH:24][CH:25]2[C:46](=[O:47])[N:27]3[C:28]([C:33]([O:35][CH2:36][C:37]4[CH:38]=[CH:39][C:40]([N+:43]([O-:45])=[O:44])=[CH:41][CH:42]=4)=[O:34])=[C:29]([Cl:32])[CH2:30][S:31][C@H:26]23)=[O:17])[N:13]=1)=[O:7] |f:2.3,8.9|. Procedure details: The Vilsmeier reagent was prepared from N,N-dimethylformamide (0.4 g.) and phosphoryl chloride (0.86 g.) in a usual manner. After the reagent was suspended in ethyl acetate (10 ml.), 2-(2-formamidothiazol-4-yl)-2-n-propoxyiminoacetic acid (syn isomer, 1.3 g.) was added to the stirred suspension under ice cooling and stirred at the same temperature for 30 minute. The solution was added to a solution of 4-nitrobenzyl 7-amino-3-chloro-3-cephem-4-carboxylate hydrochloride (2.0 g.), trimethylsilylace... Starting materials: C(=O)(C(F)(F)F)O (TFA), FC1(C(C1)C(=O)NC=1C=C2C(=NN(C2=CC1)C1OCCCC1)C1=NC2=C(N1)C=CC(=C2)N2CCC(CC2)C)F (2,2-difluoro-N-(3-(5-(4-methylpiperidin-1-yl)-1H-benzo[d]imidazol-2-yl)-1-(tetrahydro-2H-pyran-2-yl)-1H-indazol-5-yl)cyclopropanecarboxamide). Solvent: C(Cl)Cl (CH2Cl2). Run at time 8 hour. The product is FC1(C(C1)C(=O)NC=1C=C2C(=NNC2=CC1)C1=NC2=C(N1)C=CC(=C2)N2CCC(CC2)C)F (2,2-difluoro-N-(3-(5-(4-methylpiperidin-1-yl)-1H-benzo[d]imidazol-2-yl)-1H-indazol-5-yl)cyclopropane-carboxamide). Yield: 79.3%. Reaction SMILES: C(O)(C(F)(F)F)=O.[F:8][C:9]1([F:46])[CH2:11][CH:10]1[C:12]([NH:14][C:15]1[CH:16]=[C:17]2[C:21](=[CH:22][CH:23]=1)[N:20](C1CCCCO1)[N:19]=[C:18]2[C:30]1[NH:34][C:33]2[CH:35]=[CH:36][C:37]([N:39]3[CH2:44][CH2:43][CH:42]([CH3:45])[CH2:41][CH2:40]3)=[CH:38][C:32]=2[N:31]=1)=[O:13]>C(Cl)Cl>[F:46][C:9]1([F:8])[CH2:11][CH:10]1[C:12]([NH:14][C:15]1[CH:16]=[C:17]2[C:21](=[CH:22][CH:23]=1)[NH:20][N:19]=[C:18]2[C:30]1[NH:34][C:33]2[CH:35]=[CH:36][C:37]([N:39]3[CH2:40][CH2:41][CH:42]([CH3:45])[CH2:43][CH2:44]3)=[CH:38][C:32]=2[N:31]=1)=[O:13]. Procedure: TFA (0.432 mL, 5.61 mmol) was added to solution of 2,2-difluoro-N-(3-(5-(4-methylpiperidin-1-yl)-1H-benzo[d]imidazol-2-yl)-1-(tetrahydro-2H-pyran-2-yl)-1H-indazol-5-yl)cyclopropanecarboxamide (30 mg, 0.056 mmol) in CH2Cl2 (5 mL). The reaction mixture was stirred overnight at room temperature, and then the solvent was removed in vacuo. Purification by flash chromatography (5% CH3OH/CH2Cl2) afforded the title compound (20 mg) as an off-white solid. 1H NMR: (400 MHz, CD3OD): δ 8.48 (d, 1H, J=1.2 Hz... The reactants are [F-].[K+] (potassium fluoride), C(C)N1C2=C(N(C(C3=C1N=CC(=C3)I)=O)C)C=CC=N2 (5,11-dihydro-11-ethyl-8-iodo-5-methyl-6H-dipyrido[3,2-b:2',3'-e][1,4]diazepin-6-one), C(C)(C)(C)C1=C(C(=CC(=C1)C)C(C)(C)C)O (2,6-di-tert-butyl-4-methylphenol), C(C1=CC=CC=C1)[Sn](CCCC)(CCCC)CCCC (benzyltributylstannane). Reagents/catalysts: Cl[Pd]([P](C1=CC=CC=C1)(C2=CC=CC=C2)C3=CC=CC=C3)([P](C4=CC=CC=C4)(C5=CC=CC=C5)C6=CC=CC=C6)Cl (bis(triphenylphosphine)palladium(II) chloride). The solvent is CN(C=O)C (N,N-dimethylformamide). Conditions: temperature 100 celsius, time 5 hour. The product is C(C1=CC=CC=C1)C1=CC2=C(N(C3=C(N(C2=O)C)C=CC=N3)CC)N=C1 (8-Benzyl-5,11-dihydro-11-ethyl-5-methyl-6H-dipyrido[3,2-b:2',3'-e][1,4]diazepin-6-one). As a reaction SMILES: [CH2:1]([N:3]1[C:9]2[N:10]=[CH:11][C:12](I)=[CH:13][C:8]=2[C:7](=[O:15])[N:6]([CH3:16])[C:5]2[CH:17]=[CH:18][CH:19]=[N:20][C:4]1=2)[CH3:2].[C:21]([C:25]1[CH:30]=[C:29](C)[CH:28]=[C:27](C(C)(C)C)[C:26]=1O)(C)(C)C.C([Sn](CCCC)(CCCC)CCCC)C1C=CC=CC=1.[F-].[K+]>CN(C)C=O.Cl[Pd](Cl)([P](C1C=CC=CC=1)(C1C=CC=CC=1)C1C=CC=CC=1)[P](C1C=CC=CC=1)(C1C=CC=CC=1)C1C=CC=CC=1>[CH2:21]([C:12]1[CH:11]=[N:10][C:9]2[N:3]([CH2:1][CH3:2])[C:4]3[N:20]=[CH:19][CH:18]=[CH:17][C:5]=3[N:6]([CH3:16])[C:7](=[O:15])[C:8]=2[CH:13]=1)[C:25]1[CH:30]=[CH:29][CH:28]=[CH:27][CH:26]=1 |f:3.4,^1:66,85|. Procedure: To a solution of 5,11-dihydro-11-ethyl-8-iodo-5-methyl-6H-dipyrido[3,2-b:2',3'-e][1,4]diazepin-6-one (0.3 g, 0.79 mmol), bis(triphenylphosphine)palladium(II) chloride (18 mg, 0.03 mmol), and 2,6-di-tert-butyl-4-methylphenol (1 crystal) in 5 mL of N,N-dimethylformamide was added benzyltributylstannane (0.36 g, 0.94 mmol). The resultant reaction mixture was heated at 100° C. under argon for 5 hours. An aqueous solution of potassium fluoride was added and the mixture was stirred for 5 hours. The pr... Reactants: O (water), O.Cl.C(C1=CC=CC=C1)(=N)N (benzamidin hydrochloride hydrate), C(C)(=O)[O-].[Na+] (sodium acetate), NC1=C(C(=NN1)NC1=CC=C(C=C1)Br)C#N (5-amino-4-cyano-3-(4-bromophenyl)aminopyrazol). Run in C(C)(=O)O (ethanoic acid). Run at time 4 hour. Yields the product NC1=C2C(=NC(=N1)C1=CC=CC=C1)NN=C2NC2=CC=C(C=C2)Br (4-amino-3-(4-bromophenyl)amino-6-phenylpyrazolo[3,4-d]pyrimidine). Reaction SMILES: O.Cl.[C:3]([NH2:11])(=[NH:10])[C:4]1[CH:9]=[CH:8][CH:7]=[CH:6][CH:5]=1.C([O-])(=O)C.[Na+].N[C:18]1[NH:22][N:21]=[C:20]([NH:23][C:24]2[CH:29]=[CH:28][C:27]([Br:30])=[CH:26][CH:25]=2)[C:19]=1[C:31]#[N:32].O>C(O)(=O)C>[NH2:32][C:31]1[N:11]=[C:3]([C:4]2[CH:9]=[CH:8][CH:7]=[CH:6][CH:5]=2)[N:10]=[C:18]2[NH:22][N:21]=[C:20]([NH:23][C:24]3[CH:29]=[CH:28][C:27]([Br:30])=[CH:26][CH:25]=3)[C:19]=12 |f:0.1.2,3.4|. Procedure: 1.87 g (10.7 mmol) benzamidin hydrochloride hydrate and 0.89 g (10.7 mmol) sodium acetate are added to 1.0 g (3.6 mmol) 5-amino-4-cyano-3-(4-bromophenyl)aminopyrazol in 20 ml ethanoic acid by stirring. The reaction mixture is boiled for a period of 4 h, treated with 50 ml water, filtered and washed with 20 ml of cold methanol and 20 ml of cold ester. The raw product is purified by means of crystallization from ethanol. The reactants are CCCCCCCOc1cnc(-c2ccc(CCCCC)cc2)nc1, CCCCCCCCCCc1ccc(-c2ncc(OCCCCCCC)cn2)cc1, CCCCCCCCCc1ccc(-c2ncc(OCCCCCCC)cn2)cc1. The product is CCCCCCCOc1cnc(-c2ccc(CCCC)cc2)nc1. Reaction SMILES: [CH2:1]([CH2:2][CH2:3][CH2:4][CH2:5][CH2:6][CH3:7])[O:8][c:9]1[cH:10][n:11][c:12](-[c:15]2[cH:16][cH:17][c:18]([CH2:21][CH2:22][CH2:23][CH2:24][CH3:25])[cH:19][cH:20]2)[n:13][cH:14]1.[CH2:26]([O:27][c:28]1[cH:29][n:30][c:31](-[c:32]2[cH:33][cH:34][c:35]([CH2:36][CH2:37][CH2:38][CH2:39][CH2:40][CH2:41][CH2:42][CH2:43][CH2:44][CH3:45])[cH:46][cH:47]2)[n:48][cH:49]1)[CH2:50][CH2:51][CH2:52][CH2:53][CH2:54][CH3:55].[CH2:56]([O:57][c:58]1[cH:59][n:60][c:61](-[c:62]2[cH:63][cH:64][c:65]([CH2:66][CH2:67][CH2:68][CH2:69][CH2:70][CH2:71][CH2:72][CH2:73][CH3:74])[cH:75][cH:76]2)[n:77][cH:78]1)[CH2:79][CH2:80][CH2:81][CH2:82][CH2:83][CH3:84]>>[CH2:1]([CH2:2][CH2:3][CH2:4][CH2:5][CH2:6][CH3:7])[O:8][c:9]1[cH:10][n:11][c:12](-[c:15]2[cH:16][cH:17][c:18]([CH2:21][CH2:22][CH2:23][CH3:24])[cH:19][cH:20]2)[n:13][cH:14]1.